This data is from the Open Reaction Database (ORD), a public repository of structured organic reaction records. The task is: describe an organic reaction: reactants, conditions, products, and yield Starting materials: O=C([O-])[O-], COCCOC, Cc1cc(C)c(Nc2nc(C)ncc2S(=O)(=O)c2ccc(OS(=O)(=O)C(F)(F)F)cc2)c(C)c1, N#N, [Na+], [Na+], [Na+], O=C([O-])O, Cl[Pd]Cl, c1ccc(P(c2ccccc2)c2ccccc2)cc1, c1ccc(P(c2ccccc2)c2ccccc2)cc1, c1ccc(P(c2ccccc2)c2ccccc2)cc1, OB(O)c1ccncc1. Yields the product Cc1cc(C)c(Nc2nc(C)ncc2S(=O)(=O)c2ccc(-c3ccncc3)cc2)c(C)c1. As a reaction SMILES: [C:44](=[O:45])([O-:46])[O-:47].[CH3:117][O:118][CH2:119][CH2:120][O:121][CH3:122].[CH3:1][c:2]1[n:3][cH:4][c:5]([S:18](=[O:19])(=[O:20])[c:21]2[cH:22][cH:23][c:24]([O:27][S:28]([C:29]([F:30])([F:31])[F:32])(=[O:33])=[O:34])[cH:25][cH:26]2)[c:6]([NH:8][c:9]2[c:10]([CH3:17])[cH:11][c:12]([CH3:16])[cH:13][c:14]2[CH3:15])[n:7]1.[N:50]#[N:51].[Na+:48].[Na+:49].[Na+:75].[O-:71][C:72]([OH:73])=[O:74].[Pd:76]([Cl:77])[Cl:78].[c:52]1([P:53]([c:54]2[cH:55][cH:56][cH:57][cH:58][cH:59]2)[c:60]2[cH:61][cH:62][cH:63][cH:64][cH:65]2)[cH:66][cH:67][cH:68][cH:69][cH:70]1.[c:79]1([P:80]([c:81]2[cH:82][cH:83][cH:84][cH:85][cH:86]2)[c:87]2[cH:88][cH:89][cH:90][cH:91][cH:92]2)[cH:93][cH:94][cH:95][cH:96][cH:97]1.[c:98]1([P:99]([c:100]2[cH:101][cH:102][cH:103][cH:104][cH:105]2)[c:106]2[cH:107][cH:108][cH:109][cH:110][cH:111]2)[cH:112][cH:113][cH:114][cH:115][cH:116]1.[n:35]1[cH:36][cH:37][c:38]([B:41]([OH:42])[OH:43])[cH:39][cH:40]1>>[CH3:1][c:2]1[n:3][cH:4][c:5]([S:18](=[O:19])(=[O:20])[c:21]2[cH:22][cH:23][c:24](-[c:38]3[cH:37][cH:36][n:35][cH:40][cH:39]3)[cH:25][cH:26]2)[c:6]([NH:8][c:9]2[c:10]([CH3:17])[cH:11][c:12]([CH3:16])[cH:13][c:14]2[CH3:15])[n:7]1. The reactants are [OH-].[K+] (potassium hydroxide), C(C=O)(=O)O (glyoxylic acid), C(C)(=O)C1=NC=CC=C1 (2-acetylpyridine), C([O-])([O-])=O.[K+].[K+] (potassium carbonate). Product: OC(C(=O)[O-])CC(C1=NC=CC=C1)=O.[K+] (potassium 2-hydroxy-4-oxo-4-(pyridin-2-yl)butanoate). RXN SMILES: [C:1]([OH:5])(=[O:4])[CH:2]=[O:3].[C:6]([C:9]1[CH:14]=[CH:13][CH:12]=[CH:11][N:10]=1)(=[O:8])[CH3:7].C(=O)([O-])[O-].[K+:19].[K+].[OH-].[K+]>>[OH:3][CH:2]([CH2:7][C:6](=[O:8])[C:9]1[CH:14]=[CH:13][CH:12]=[CH:11][N:10]=1)[C:1]([O-:5])=[O:4].[K+:19] |f:2.3.4,5.6,7.8|. Reported procedure: The condensation of glyoxylic acid with the 2-acetylpyridine 4 is carried out according to an aldolization in a basic medium (potassium carbonate) (Scheme 3) (Coates and McKillop, 1992). This step was optimized from 31% to 65% by simply increasing the number of equivalents of the base to 3 eq., whereas the yield from this condensation drops in a more basic medium of potassium hydroxide (Coates and McKillop, 1992). The potassium 2-hydroxy-4-oxo-4-(pyridin-2-yl)butanoate 5 obtained subsequently be...